From a dataset of the Open Reaction Database (ORD), a public repository of structured organic reaction records. describe an organic reaction: reactants, conditions, products, and yield The reactants are CO, [Na+], [OH-], O, COC(=O)c1cc2oc3ccccc3c2cn1. Yields the product O=C(O)c1cc2oc3ccccc3c2cn1. As a reaction SMILES: [CH3:20][OH:21].[Na+:19].[OH-:18].[OH2:22].[cH:1]1[n:2][c:3]([C:14](=[O:15])[O:16][CH3:17])[cH:4][c:5]2[c:6]1[c:7]1[c:8]([o:9]2)[cH:10][cH:11][cH:12][cH:13]1>>[cH:1]1[n:2][c:3]([C:14](=[O:15])[OH:16])[cH:4][c:5]2[c:6]1[c:7]1[c:8]([o:9]2)[cH:10][cH:11][cH:12][cH:13]1. The reactants are O (water), CC1=CC=C(C(NC2=C(C=CC(=C2)F)F)=S)C=C1 (4-methyl-2',5'-difluorobenzothioanilide), CC(C)([O-])C.[K+] (potassium tertbutoxide). Solvent: CN(C=O)C (dimethylformamide), CN(C=O)C (dimethylformamide). Product: CC1=CC=C(C=C1)C=1SC2=C(N1)C=C(C=C2)F (2-(4-methylphenyl)-5-fluorobenzothiazole). The yield is 97.7%. Reaction SMILES: [CH3:1][C:2]1[CH:18]=[CH:17][C:5]([C:6](=[S:16])[NH:7][C:8]2[CH:13]=[C:12]([F:14])[CH:11]=[CH:10][C:9]=2F)=[CH:4][CH:3]=1.CC(C)([O-])C.[K+].O>CN(C)C=O>[CH3:1][C:2]1[CH:18]=[CH:17][C:5]([C:6]2[S:16][C:9]3[CH:10]=[CH:11][C:12]([F:14])=[CH:13][C:8]=3[N:7]=2)=[CH:4][CH:3]=1 |f:1.2|. Reported procedure: A solution of 35.0 g of 4-methyl-2',5'-difluorobenzothioanilide in 80 ml of dimethylformamide was added dropwise to a suspension of 16.0 g of potassium tertbutoxide in 80 ml of dimethylformamide under ice cooling over the course of 15 minutes. The reaction mixture was heated, and reacted at 140° C. for 3 hours. The reaction mixture was allowed to cool to room temperature and poured into 1500 ml of water. The preceipitated colorless crystalline power was collected by filtration, and dried to give... The reactants are O=C([O-])[O-], COC(=O)Nc1cc(Br)cc(I)c1, [K+], [K+], C1COCCO1, OB(O)c1cccnc1. Yields the product COC(=O)Nc1cc(Br)cc(-c2cccnc2)c1. Reaction SMILES: [C:23](=[O:24])([O-:25])[O-:26].[CH3:1][O:2][C:3]([NH:4][c:5]1[cH:6][c:7]([Br:12])[cH:8][c:9]([I:11])[cH:10]1)=[O:13].[K+:27].[K+:28].[O:29]1[CH2:30][CH2:31][O:32][CH2:33][CH2:34]1.[n:14]1[cH:15][c:16]([B:20]([OH:21])[OH:22])[cH:17][cH:18][cH:19]1>>[CH3:1][O:2][C:3]([NH:4][c:5]1[cH:6][c:7]([Br:12])[cH:8][c:9](-[c:16]2[cH:15][n:14][cH:19][cH:18][cH:17]2)[cH:10]1)=[O:13]. Reaction SMILES: C(OC(=O)[NH:7][CH2:8][CH2:9][C:10]1[CH:15]=[CH:14][CH:13]=[C:12]([CH2:16][C@H:17]([NH:19][CH2:20][C@@H:21]([C:30]2[CH:39]=[CH:38][C:37]([O:40][CH2:41][C:42]3[CH:47]=[CH:46][CH:45]=[CH:44][CH:43]=3)=[C:36]3[C:31]=2[CH:32]=[CH:33][C:34](=[O:48])[NH:35]3)[O:22][Si:23]([C:26]([CH3:29])([CH3:28])[CH3:27])([CH3:25])[CH3:24])[CH3:18])[CH:11]=1)(C)(C)C.C(=O)(O)[O-].[Na+]>FC(F)(F)C(O)=O.C(Cl)Cl>[NH2:7][CH2:8][CH2:9][C:10]1[CH:11]=[C:12]([CH2:16][C@H:17]([NH:19][CH2:20][C@@H:21]([C:30]2[CH:39]=[CH:38][C:37]([O:40][CH2:41][C:42]3[CH:43]=[CH:44][CH:45]=[CH:46][CH:47]=3)=[C:36]3[C:31]=2[CH:32]=[CH:33][C:34](=[O:48])[NH:35]3)[O:22][Si:23]([C:26]([CH3:28])([CH3:27])[CH3:29])([CH3:25])[CH3:24])[CH3:18])[CH:13]=[CH:14][CH:15]=1 |f:1.2|. Reported procedure: A solution of [2-(3-{(R)-2-[(R)-2-(8-benzyloxy-2-oxo-1,2-dihydroquinolin-5-yl)-2-(tert-butyldimethylsilanyloxy)ethylamino]propyl}phenyl)ethyl]carbamic acid tert-butyl ester (2.8 g) in 20% trifluoroacetic acid in DCM was stirred at room temperature for 3 h. Saturated aqueous sodium bicarbonate solution was added to neutralize the TFA and the layers were separated. The organic layer was dried over sodium sulfate, filtered and concentrated under reduced pressure to give the title compound, which wa... The product is NCCC=1C=C(C=CC1)C[C@@H](C)NC[C@H](O[Si](C)(C)C(C)(C)C)C1=C2C=CC(NC2=C(C=C1)OCC1=CC=CC=C1)=O (5-[(R)-2-{(R)-2-[3-(2-Aminoethyl)phenyl]-1-methylethylamino}-1-(tert-butyldimethylsilanyloxy)ethyl]-8-benzyloxy-1H-quinolin-2- one). Reactants: C(C)(C)(C)OC(NCCC1=CC(=CC=C1)C[C@@H](C)NC[C@H](O[Si](C)(C)C(C)(C)C)C1=C2C=CC(NC2=C(C=C1)OCC1=CC=CC=C1)=O)=O ([2-(3-{(R)-2-[(R)-2-(8-benzyloxy-2-oxo-1,2-dihydroquinolin-5-yl)-2-(tert-butyldimethylsilanyloxy)ethylamino]propyl}phenyl)ethyl]carbamic acid tert-butyl ester), C([O-])(O)=O.[Na+] (sodium bicarbonate). Run in C(=O)(C(F)(F)F)O (TFA), FC(C(=O)O)(F)F (trifluoroacetic acid), C(Cl)Cl (DCM).